Dataset: the Open Reaction Database (ORD), a public repository of structured organic reaction records. Task: describe an organic reaction: reactants, conditions, products, and yield Starting materials: Br.C(C)NC([C@@H](NC([C@@H](N)C)=O)C)=O (L-alanyl-L-alanine ethylamide hydrobromide), C(C1=CC=CC=C1)(=O)Cl (benzoyl chloride). Solvent: N1=CC=CC=C1 (pyridine). Conditions: time 2 hour. Product: C(C)NC([C@@H](NC([C@@H](NC(C1=CC=CC=C1)=O)C)=O)C)=O (N-benzoyl-L-alanyl-L-alanine ethylamide). Yield: 51.3%. As a reaction SMILES: Br.[CH2:2]([NH:4][C:5](=[O:14])[C@H:6]([CH3:13])[NH:7][C:8](=[O:12])[C@H:9]([CH3:11])[NH2:10])[CH3:3].[C:15](Cl)(=[O:22])[C:16]1[CH:21]=[CH:20][CH:19]=[CH:18][CH:17]=1>N1C=CC=CC=1>[CH2:2]([NH:4][C:5](=[O:14])[C@H:6]([CH3:13])[NH:7][C:8](=[O:12])[C@H:9]([CH3:11])[NH:10][C:15](=[O:22])[C:16]1[CH:21]=[CH:20][CH:19]=[CH:18][CH:17]=1)[CH3:3] |f:0.1|. Procedure details: 2.35 g (0.0087 mol) of L-alanyl-L-alanine ethylamide hydrobromide were suspended in 40 ml of pyridine and 2.04 ml (0.02 mol) of benzoyl chloride were added. The mixture was then stirred for 2 hours at room temperature. The solvent was evaporated and the residue recrystallised from isopropanol to yield 1.3 g (51%) of N-benzoyl-L-alanyl-L-alanine ethylamide of melting point 237°-239° C; [α]D20 =-17.8° (c=1.01% in methanol).